Dataset: the Open Reaction Database (ORD), a public repository of structured organic reaction records. Task: describe an organic reaction: reactants, conditions, products, and yield Reactants: COC1=CC2=C(N(C([C@H]3N(C2=O)C=C(C3)/C=C/CNC(OCC3C2=CC=CC=C2C=2C=CC=CC32)=O)=O)COCC[Si](C)(C)C)C=C1OCCCOC=1C(=CC3=C(N(C([C@H]2N(C3=O)C=C(C2)C2=CC=C(C=C2)N2CCN(CC2)C)=O)COCC[Si](C)(C)C)C1)OC ((9H-fluoren-9-yl)methyl(E)-3-((S)-7-methoxy-8-(3-((S)-7-methoxy-2-(4-(4-methylpiperazin-1-yl)phenyl)-5,11-dioxo-10-((2-(trimethylsilyl)ethoxy)methyl)-5,10,11,11a-tetrahydro-1H-benzo[e]pyrrolo[1,2-a][1,4]diazepin-8-yloxy)propoxy)-5,11-dioxo-10-((2-(trimethylsilyl)ethoxy)methyl)-5,10,11,11a-tetrahydro-1H-benzo[e]pyrrolo[1,2-a][1,4]diazepin-2-yl)allylcarbamate), [Li+].[B-](CC)(CC)CC (Super hydride). The solvent is C1CCOC1 (THF). Reaction conditions: temperature -78 celsius. Product: COC1=CC2=C(N=C[C@H]3N(C2=O)C=C(C3)/C=C/CNC(OCC3C2=CC=CC=C2C=2C=CC=CC32)=O)C=C1OCCCOC=1C(=CC3=C(N=C[C@H]2N(C3=O)C=C(C2)C2=CC=C(C=C2)N2CCN(CC2)C)C1)OC ((9H-fluoren-9-yl)methyl(E)-3-((S)-7-methoxy-8-(3-((S)-7-methoxy-2-(4-(4-methylpiperazin-1-yl)phenyl)-5-oxo-5,11a-dihydro-1H-benzo[e]pyrrolo[1,2-a][1,4]diazepin-8-yloxy)propoxy)-5-oxo-5,11a-dihydro-1H-benzo[e]pyrrolo[1,2-a][1,4]diazepin-2-yl)allylcarbamate). Yield: 46.8%. Reaction SMILES: [CH3:1][O:2][C:3]1[C:47]([O:48][CH2:49][CH2:50][CH2:51][O:52][C:53]2[C:54]([O:90][CH3:91])=[CH:55][C:56]3[C:62](=[O:63])[N:61]4[CH:64]=[C:65]([C:67]5[CH:72]=[CH:71][C:70]([N:73]6[CH2:78][CH2:77][N:76]([CH3:79])[CH2:75][CH2:74]6)=[CH:69][CH:68]=5)[CH2:66][C@H:60]4[C:59](=O)[N:58](COCC[Si](C)(C)C)[C:57]=3[CH:89]=2)=[CH:46][C:6]2[N:7](COCC[Si](C)(C)C)[C:8](=O)[C@@H:9]3[CH2:15][C:14](/[CH:16]=[CH:17]/[CH2:18][NH:19][C:20](=[O:36])[O:21][CH2:22][CH:23]4[C:35]5[CH:34]=[CH:33][CH:32]=[CH:31][C:30]=5[C:29]5[C:24]4=[CH:25][CH:26]=[CH:27][CH:28]=5)=[CH:13][N:10]3[C:11](=[O:12])[C:5]=2[CH:4]=1.[Li+].[B-](CC)(CC)CC>C1COCC1>[CH3:1][O:2][C:3]1[C:47]([O:48][CH2:49][CH2:50][CH2:51][O:52][C:53]2[C:54]([O:90][CH3:91])=[CH:55][C:56]3[C:62](=[O:63])[N:61]4[CH:64]=[C:65]([C:67]5[CH:68]=[CH:69][C:70]([N:73]6[CH2:74][CH2:75][N:76]([CH3:79])[CH2:77][CH2:78]6)=[CH:71][CH:72]=5)[CH2:66][C@H:60]4[CH:59]=[N:58][C:57]=3[CH:89]=2)=[CH:46][C:6]2[N:7]=[CH:8][C@@H:9]3[CH2:15][C:14](/[CH:16]=[CH:17]/[CH2:18][NH:19][C:20](=[O:36])[O:21][CH2:22][CH:23]4[C:35]5[CH:34]=[CH:33][CH:32]=[CH:31][C:30]=5[C:29]5[C:24]4=[CH:25][CH:26]=[CH:27][CH:28]=5)=[CH:13][N:10]3[C:11](=[O:12])[C:5]=2[CH:4]=1 |f:1.2,^1:92|. Reported procedure: SEM dilactam 14e (0.250 g, 0.196 mmol, 1.0 eq.) was solubilised in THF (13 mL) and cooled to −78° C. under a nitrogen atmosphere. Super hydride solution (0.40 mL, 0.401 mmol, 2.04 eq.) was added dropwise over 5 min. After 20 min an aliquot was washed with water for LCMS and TLC analysis. After 30 mins water (30 mL) was added and the cold bath removed. The organic layer was extracted with EtOAc (2×40 mL) and the combined organic extracts washed with brine (40 mL), dried with MgSO4, filtered and r... Yields the product O=S(=O)(Cl)c1ccc(-c2ccncc2)s1. Starting materials: O=S(=O)(O)Cl, [Na+], O=C([O-])O, c1csc(-c2ccncc2)c1. Reaction SMILES: [Cl:1][S:2](=[O:3])(=[O:4])[OH:5].[Na+:21].[O-:17][C:18]([OH:19])=[O:20].[n:6]1[cH:7][cH:8][c:9](-[c:12]2[s:13][cH:14][cH:15][cH:16]2)[cH:10][cH:11]1>>[Cl:1][S:2](=[O:3])(=[O:5])[c:14]1[s:13][c:12](-[c:9]2[cH:8][cH:7][n:6][cH:11][cH:10]2)[cH:16][cH:15]1.